describe an organic reaction: reactants, conditions, products, and yield From a dataset of the Open Reaction Database (ORD), a public repository of structured organic reaction records. The reactants are CCCCCC1CCC(CCCCc2ccc(C(=O)O)cc2)CC1, CN(C)c1ccncc1, C(=NC1CCCCC1)=NC1CCCCC1, ClCCl, Oc1ccc(F)cc1. As a reaction SMILES: [CH2:1]([CH2:2][CH2:3][CH2:4][CH3:5])[CH:6]1[CH2:7][CH2:8][CH:9]([CH2:12][CH2:13][CH2:14][CH2:15][c:16]2[cH:17][cH:18][c:19]([C:20](=[O:21])[OH:22])[cH:23][cH:24]2)[CH2:10][CH2:11]1.[CH3:48][N:49]([CH3:50])[c:51]1[cH:52][cH:53][n:54][cH:55][cH:56]1.[CH:33]1([N:34]=[C:35]=[N:36][CH:37]2[CH2:38][CH2:39][CH2:40][CH2:41][CH2:42]2)[CH2:43][CH2:44][CH2:45][CH2:46][CH2:47]1.[Cl:57][CH2:58][Cl:59].[F:25][c:26]1[cH:27][cH:28][c:29]([OH:32])[cH:30][cH:31]1>>[CH2:1]([CH2:2][CH2:3][CH2:4][CH3:5])[CH:6]1[CH2:7][CH2:8][CH:9]([CH2:12][CH2:13][CH2:14][CH2:15][c:16]2[cH:17][cH:18][c:19]([C:20]([O:21][c:29]3[cH:28][cH:27][c:26]([F:25])[cH:31][cH:30]3)=[O:22])[cH:23][cH:24]2)[CH2:10][CH2:11]1. Yields the product CCCCCC1CCC(CCCCc2ccc(C(=O)Oc3ccc(F)cc3)cc2)CC1. Starting materials: COC(C=CC=CCS(=O)C1=CC=C(C=C1)Cl)=O (6-(4-chlorobenzenesulfinyl)-hexa-2,4-dienoic acid methyl ester), NO (hydroxylamine), [OH-].[K+] (potassium hydroxide), CO (methanol). The solvent is C1CCOC1 (THF). Run at temperature 0 celsius, time 1 hour. Yields the product ONC(C=CC=CCS(=O)C1=CC=C(C=C1)Cl)=O (6-(4-Chlorobenzenesulfinyl)-hexa-2,4-dienoic acid hydroxyamide). Yield: 56.4%. As a reaction SMILES: C[O:2][C:3](=O)[CH:4]=[CH:5][CH:6]=[CH:7][CH2:8][S:9]([C:11]1[CH:16]=[CH:15][C:14]([Cl:17])=[CH:13][CH:12]=1)=[O:10].[NH2:19][OH:20].[OH-].[K+].CO>C1COCC1>[OH:20][NH:19][C:3](=[O:2])[CH:4]=[CH:5][CH:6]=[CH:7][CH2:8][S:9]([C:11]1[CH:16]=[CH:15][C:14]([Cl:17])=[CH:13][CH:12]=1)=[O:10] |f:2.3|. Procedure details: To a solution of the 6-(4-chlorobenzenesulfinyl)-hexa-2,4-dienoic acid methyl ester (0.80 g, 2.79 mmol) in distilled THF (15 mL) containing an aqueous solution of hydroxylamine (50%/o, 1.7 ml, 25.8 mmol) was added at 0° C. a solution of potassium hydroxide in methanol (1M, 4.5 ml, 4.5 mmol) over a period of 30 minutes. After stirring at 0° C. for 1 hour, distilled water (15 mL) was added and the mixture was made neutral by dropwise addition of concentrated hydrochloric acid (10 M) at 0° C. The a... Reactants: 10, [H][H] (Hydrogen), [N+](=O)([O-])C=1C=CC2=C(C(=C(O2)CCCC)C(=O)C2=CC=C(C=C2)OCCC#N)C1 ((5-nitro-2-butyl-benzofur-3-yl)-[4-(2-cyanoethoxy)phenyl]methanon), 800. The reagents and catalysts are [Pd] (Pd/C). Run in CO (methanol). Conditions: temperature 50 celsius, time 2 hour. Yields the product NC=1C=CC2=C(C(=C(O2)CCCC)C(=O)C2=CC=C(C=C2)OCCC#N)C1 ((5-amino-2-butyl-benzofur-3-yl)-[4-(2-cyanoethoxy)phenyl]methanon). Reaction SMILES: [N+:1]([C:4]1[CH:5]=[CH:6][C:7]2[O:11][C:10]([CH2:12][CH2:13][CH2:14][CH3:15])=[C:9]([C:16]([C:18]3[CH:23]=[CH:22][C:21]([O:24][CH2:25][CH2:26][C:27]#[N:28])=[CH:20][CH:19]=3)=[O:17])[C:8]=2[CH:29]=1)([O-])=O.[H][H]>CO.[Pd]>[NH2:1][C:4]1[CH:5]=[CH:6][C:7]2[O:11][C:10]([CH2:12][CH2:13][CH2:14][CH3:15])=[C:9]([C:16]([C:18]3[CH:19]=[CH:20][C:21]([O:24][CH2:25][CH2:26][C:27]#[N:28])=[CH:22][CH:23]=3)=[O:17])[C:8]=2[CH:29]=1. Procedure: 1 g of (5-nitro-2-butyl-benzofur-3-yl)-[4-(2-cyanoethoxy)phenyl]methanon (VII) is dissolved in 15 ml of methanol and 0,1 g of 10 w/w % wet Pd/C catalyst is added and the reaction mixture is heated to 50° C. with a stirring of 800 round/min. Hydrogen pressure of 5 bar is set in the reactor and the mixture is stirred at this temperature for 2 hours. After cooling to room temperature the catalyst is, filtered off and the solvent is evaporated. Starting materials: NC=1SC2=C(N1)C(=C(C=C2)C(=O)OC)C (methyl 2-amino-4-methyl-benzothiazole-5-carboxylate), N(=O)OC(C)(C)C (tert-butyl nitrite), [Cl-].[Na+] (sodium chloride), C1COCCOCCOCCOCCO1 (15-crown-5). The reagents and catalysts are [Cu]Cl (copper(I) chloride). The solvent is C(C)#N (acetonitrile), O (water). Yields the product ClC=1SC2=C(N1)C(=C(C=C2)C(=O)OC)C (methyl 2-chloro-4-methylbenzothiazole-5-carboxylate). Isolated yield 77.3%. RXN SMILES: N[C:2]1[S:3][C:4]2[CH:10]=[CH:9][C:8]([C:11]([O:13][CH3:14])=[O:12])=[C:7]([CH3:15])[C:5]=2[N:6]=1.[Cl-:16].[Na+].C1OCCOCCOCCOCCOC1.N(OC(C)(C)C)=O>C(#N)C.[Cu]Cl.O>[Cl:16][C:2]1[S:3][C:4]2[CH:10]=[CH:9][C:8]([C:11]([O:13][CH3:14])=[O:12])=[C:7]([CH3:15])[C:5]=2[N:6]=1 |f:1.2|. Procedure: A solution of 5 g (22.5 mmol) of methyl 2-amino-4-methyl-benzothiazole-5-carboxylate in 2 l of acetonitrile was admixed with 10 ml of water, 4.5 g (44.8 mmol) of copper(I) chloride, 6.6 g of sodium chloride (110 mmol) and 2 ml of 15-crown-5. A solution of 3 g (29 mmol) of tert-butyl nitrite was then added dropwise with stirring, the solution was heated at reflux for 15 h, the resulting precipitate was filtered off and the solution was concentrated under reduced pressure. The residue was then ext... Starting materials: C(C)(C)(C)OC(=O)N1CCC(CC1)CBr (4-bromomethyl-piperidine-1-carboxylic acid tert-butyl ester), O (H2O), C(C)OP(=O)(OCC)CC(=O)OC(C)(C)C (tert-Butyl diethylphosphonoacetate), [H-].[Na+] (sodium hydride). Solvent: CN(C)C=O (DMF), CN(C)C=O (DMF). Run at temperature 0 celsius, time 0.5 hour. Yields the product C(C)(C)(C)OC(=O)N1CCC(CC1)CC(P(=O)(OCC)OCC)C(=O)OC(C)(C)C (4-[2-tert-Butoxycarbonyl -2-(diethoxy-phosphoryl)-ethyl]-piperidine-1-carboxylic acid tert-butyl ester), C(C)OP(=O)(OCC)CC(=O)OC(C)(C)C (t-butyl diethylphosphonoacetate). As a reaction SMILES: [CH2:1]([O:3][P:4]([CH2:9][C:10]([O:12][C:13]([CH3:16])([CH3:15])[CH3:14])=[O:11])([O:6][CH2:7][CH3:8])=[O:5])[CH3:2].[H-].[Na+].[C:19]([O:23][C:24]([N:26]1[CH2:31][CH2:30][CH:29]([CH2:32]Br)[CH2:28][CH2:27]1)=[O:25])([CH3:22])([CH3:21])[CH3:20].O>CN(C=O)C>[C:19]([O:23][C:24]([N:26]1[CH2:31][CH2:30][CH:29]([CH2:32][CH:9]([C:10]([O:12][C:13]([CH3:14])([CH3:16])[CH3:15])=[O:11])[P:4]([O:3][CH2:1][CH3:2])([O:6][CH2:7][CH3:8])=[O:5])[CH2:28][CH2:27]1)=[O:25])([CH3:22])([CH3:20])[CH3:21].[CH2:7]([O:6][P:4]([CH2:9][C:10]([O:12][C:13]([CH3:15])([CH3:14])[CH3:16])=[O:11])([O:3][CH2:1][CH3:2])=[O:5])[CH3:8] |f:1.2|. Procedure details: tert-Butyl diethylphosphonoacetate (75.0 g, 297.32 mmol) was added dropwise to a suspension of sodium hydride (8.03 g, 334.58 mmol) in DMF (450 mL) at 0° C. under nitrogen. The mixture was stirred at 0° C. for 0.5 h and at room temperature for 0.5 h. 4-bromomethyl-piperidine-1-carboxylic acid tert-butyl ester (20.68 g, 74.34 mmol) in DMF (50 mL) was added dropwise to the reaction mixture and the reaction was heated to 60° C. and stirred for 16 h. The reaction was cooled to room temperature, pour... Starting materials: 4A, FC=1C=C(C=C(C1)C)B(O)O ((3-fluoro-5-methylphenyl)boronic acid), O=S1(N=C2N(CC1)CCC[C@H]2C2=CC=C(C=C2)O)=O (4-[(9S)-2,2-dioxido-3,4,6,7,8,9-hexahydropyrido[2,1-c][1,2,4]thiadiazin-9-yl]phenol), N1=CC=CC=C1 (pyridine), C([O-])([O-])=O.[Cs+].[Cs+] (cesium carbonate). The reagents and catalysts are C(C)(=O)O[Cu]OC(C)=O (diacetoxycopper). Run in CC#N (MeCN). Conditions: time 8 hour. The product is FC=1C=C(OC2=CC=C(C=C2)[C@@H]2CCCN3C2=NS(CC3)(=O)=O)C=C(C1)C ((9S)-9-[4-(3-fluoro-5-methylphenoxy)phenyl]-3,4,6,7,8,9-hexahydropyrido[2,1-c][1,2,4]thiadiazine 2,2-dioxide). The yield is 38.5%. Reaction SMILES: [F:1][C:2]1[CH:3]=[C:4](B(O)O)[CH:5]=[C:6]([CH3:8])[CH:7]=1.[O:12]=[S:13]1(=[O:30])[CH2:18][CH2:17][N:16]2[CH2:19][CH2:20][CH2:21][C@@H:22]([C:23]3[CH:28]=[CH:27][C:26]([OH:29])=[CH:25][CH:24]=3)[C:15]2=[N:14]1.N1C=CC=CC=1.C(=O)([O-])[O-].[Cs+].[Cs+]>CC#N.C(O[Cu]OC(=O)C)(=O)C>[F:1][C:2]1[CH:3]=[C:4]([CH:5]=[C:6]([CH3:8])[CH:7]=1)[O:29][C:26]1[CH:25]=[CH:24][C:23]([C@H:22]2[C:15]3=[N:14][S:13](=[O:30])(=[O:12])[CH2:18][CH2:17][N:16]3[CH2:19][CH2:20][CH2:21]2)=[CH:28][CH:27]=1 |f:3.4.5|. Reported procedure: A mixture of (3-fluoro-5-methylphenyl)boronic acid (824 mg), 4-[(9S)-2,2-dioxido-3,4,6,7,8,9-hexahydropyrido[2,1-c][1,2,4]thiadiazin-9-yl]phenol (500 mg), pyridine (3.60 mL), cesium carbonate (581 mg), diacetoxycopper (648 mg), and powdered 4A MS (5.0 g) in MeCN (18 mL) was stirred at room temperature overnight. The mixture was added with NH silica gel, concentrated in vacuo, and purified by column chromatography (NH silica gel, eluted with EtOAc in hexane then MeOH in EtOAc) then recrystallized... Reactants: CC(C)CCC[C@@H](C)[C@H]1CC[C@H]2[C@@H]3CC=C4C[C@H](CC[C@]4(C)[C@H]3CC[C@]12C)OCC(=O)OC(C)(C)C (tert-Butyl cholest-5-en-3β-yloxyacetate), CC(C)CCC[C@@H](C)[C@H]1CC[C@H]2[C@@H]3CC=C4C[C@H](CC[C@]4(C)[C@H]3CC[C@]12C)OCC(=O)OC(C)(C)C (tert-Butyl cholest-5-en-3β-yloxyacetate), C(C)OCC (diethyl ether). Run at temperature 64 celsius, time 5 hour. Product: CC(C)CCC[C@@H](C)[C@H]1CC[C@H]2[C@@H]3CC=C4C[C@H](CC[C@]4(C)[C@H]3CC[C@]12C)OCC(=O)O (cholest-5-en-3β-yloxyacetic acid). The yield is 101.2%. RXN SMILES: [CH3:1][CH:2]([CH2:4][CH2:5][CH2:6][C@H:7]([C@@H:9]1[C@:26]2([CH3:27])[C@H:12]([C@H:13]3[C@H:23]([CH2:24][CH2:25]2)[C@:21]2([CH3:22])[C:16]([CH2:17][C@@H:18]([O:28][CH2:29][C:30]([O:32]C(C)(C)C)=[O:31])[CH2:19][CH2:20]2)=[CH:15][CH2:14]3)[CH2:11][CH2:10]1)[CH3:8])[CH3:3].C(OCC)C>>[CH3:3][CH:2]([CH2:4][CH2:5][CH2:6][C@H:7]([C@@H:9]1[C@:26]2([CH3:27])[C@H:12]([C@H:13]3[C@H:23]([CH2:24][CH2:25]2)[C@:21]2([CH3:22])[C:16]([CH2:17][C@@H:18]([O:28][CH2:29][C:30]([OH:32])=[O:31])[CH2:19][CH2:20]2)=[CH:15][CH2:14]3)[CH2:11][CH2:10]1)[CH3:8])[CH3:1]. Procedure details: To a solution of tert-Butyl cholest-5-en-3β-yloxyacetate (general formula XII, where n2=1; 111 mg, 0.22 mmol) in diethyl ether (8 ml) formic acid (5 ml, 132 mmol) was added and the solution was stirred at 64° C. for 5 h. The solvents were evaporated in vacuo and the residue was lyophilized from dioxane (20 ml) to afford Cholest-5-en-3β-yloxyacetic acid (general formula IX, where n2=1; 99 mg, 100%). 1H NMR (400 MHz, CDCl3) δ (ppm): 5.33-5.41 m, 1H (H-6); 4.16 s, 2H (H-1′); 3.31 tt, J=11.20, 4.60 ...